Dataset: the Open Reaction Database (ORD), a public repository of structured organic reaction records. Task: describe an organic reaction: reactants, conditions, products, and yield Reactants: Cl.BrC1=CC=C(C=C1)NN (p-bromophenylhydrazine hydrochloride), C[O-].[Na+] (sodium methoxide), C1(=CC=CC=C1)C (toluene), C1(=CC=CC=C1)C(C(C(=O)C1=CC=CC=C1)C1=CC=CC=C1)=O (1,2,3-triphenylpropane-1,3-dione). The solvent is O (water). Reaction conditions: time 3 hour. The product is BrC1=CC=C(C=C1)N1N=C(C(=C1C1=CC=CC=C1)C1=CC=CC=C1)C1=CC=CC=C1 (1-(p-bromophenyl)-3,4,5-triphenylpyrazole). Yield: 55.1%. RXN SMILES: Cl.[Br:2][C:3]1[CH:8]=[CH:7][C:6]([NH:9][NH2:10])=[CH:5][CH:4]=1.C[O-].[Na+].C1(C)C=CC=CC=1.[C:21]1([C:27](=O)[CH:28]([C:37]2[CH:42]=[CH:41][CH:40]=[CH:39][CH:38]=2)[C:29]([C:31]2[CH:36]=[CH:35][CH:34]=[CH:33][CH:32]=2)=O)[CH:26]=[CH:25][CH:24]=[CH:23][CH:22]=1>O>[Br:2][C:3]1[CH:8]=[CH:7][C:6]([N:9]2[C:27]([C:21]3[CH:26]=[CH:25][CH:24]=[CH:23][CH:22]=3)=[C:28]([C:37]3[CH:38]=[CH:39][CH:40]=[CH:41][CH:42]=3)[C:29]([C:31]3[CH:36]=[CH:35][CH:34]=[CH:33][CH:32]=3)=[N:10]2)=[CH:5][CH:4]=1 |f:0.1,2.3|. Procedure: After this, 10.3 g (0.046 mole) of p-bromophenylhydrazine hydrochloride, 2.36 g (0.043 mole) of sodium methoxide, and 79.3 g of toluene were placed in a 300-ml four-necked flask. The mixture was then heated under reflux with stirring for three hours while distilling off methanol. To this reaction mixture was added 12.4 g (0.041 mole) of the 1,2,3-triphenylpropane-1,3-dione obtained above. After the addition, the mixture was heated under reflux with stirring for 20 hours. Upon completion of the r...